From a dataset of the Open Reaction Database (ORD), a public repository of structured organic reaction records. describe an organic reaction: reactants, conditions, products, and yield Starting materials: C(#N)C1=C(C=C(OC(C(=O)O)CC(C)C)C=C1)C(F)(F)F (2-(4-Cyano-3-trifluoromethyl-phenoxy)-4-methyl-pentanoic acid), DMF(dimethylformamide), solution, C=1C=CC2=C(C1)N=NN2O (HOBT), solution, N=C=N (carbodiimide), O1C(=CC=C1)CN (C-furan-2-yl-methylamine). Run in CN(C)C=O (DMF), CN(C)C=O (DMF). Conditions: temperature 70 celsius. Yields the product C(#N)C1=C(C=C(OCC2(C(C2)(C)C)OC2=CC(=C(C#N)C=C2)C(F)(F)F)C=C1)C(F)(F)F (4-[1-(4-Cyano-3-trifluoromethyl-phenoxymethyl)-2,2-dimethyl-cyclopropoxy]-2-trifluoromethyl-benzonitrile). As a reaction SMILES: [C:1]([C:3]1[CH:17]=[CH:16][C:6]([O:7][CH:8]([CH2:12][CH:13]([CH3:15])[CH3:14])[C:9]([OH:11])=O)=[CH:5][C:4]=1[C:18]([F:21])([F:20])[F:19])#[N:2].[CH:22]1[CH:23]=[CH:24][C:25]2N(O)N=N[C:26]=2[CH:27]=1.O1C=CC=C1[CH2:37][NH2:38].N=C=N>CN(C=O)C>[C:37]([C:25]1[CH:24]=[CH:23][C:22]([O:11][CH2:9][C:8]2([O:7][C:6]3[CH:16]=[CH:17][C:3]([C:1]#[N:2])=[C:4]([C:18]([F:21])([F:20])[F:19])[CH:5]=3)[CH2:12][C:13]2([CH3:15])[CH3:14])=[CH:27][C:26]=1[C:18]([F:21])([F:20])[F:19])#[N:38]. Procedure: To 1 mL of 0.1M(molar) solutions of the 2-(4-Cyano-3-trifluoromethyl-phenoxy)-4-methyl-pentanoic acid in DMF(dimethylformamide) (0.1 mmol) were added 0.5 mL of a 0.376M solution of HOBT, 1-hydroxybenztriaole, (0.2 mmol) in DMF, 0.1 mL of a 0.1M solution of the C-furan-2-yl-methylamine (0.1 mmol) in DMF, and approximately 183 mg of silica bound carbodiimide (loading: 1.09 g/mmol, 0.2 mmol). The resultant mixtures were shaken and heated at 70° C. for approximately 18 h. The reactions were filtered... Reactants: [Li]CCCC, CCOCC, [Cl-], [Cl-], COC(=O)c1ccc(I)cc1, C1CCOC1, [Pd], [Zn+2], c1ccc(P(c2ccccc2)c2ccccc2)cc1, c1ccc(P(c2ccccc2)c2ccccc2)cc1, c1ccc(P(c2ccccc2)c2ccccc2)cc1, c1ccc(P(c2ccccc2)c2ccccc2)cc1, c1cscn1. Product: COC(=O)c1ccc(-c2nccs2)cc1. Reaction SMILES: [CH2:6]([Li:7])[CH2:8][CH2:9][CH3:10].[CH3:27][CH2:28][O:29][CH2:30][CH3:31].[Cl-:32].[Cl-:34].[I:11][c:12]1[cH:13][cH:14][c:15]([C:16](=[O:17])[O:18][CH3:19])[cH:20][cH:21]1.[O:22]1[CH2:23][CH2:24][CH2:25][CH2:26]1.[Pd:111].[Zn+2:33].[c:35]1([P:36]([c:37]2[cH:38][cH:39][cH:40][cH:41][cH:42]2)[c:43]2[cH:44][cH:45][cH:46][cH:47][cH:48]2)[cH:49][cH:50][cH:51][cH:52][cH:53]1.[c:54]1([P:55]([c:56]2[cH:57][cH:58][cH:59][cH:60][cH:61]2)[c:62]2[cH:63][cH:64][cH:65][cH:66][cH:67]2)[cH:68][cH:69][cH:70][cH:71][cH:72]1.[c:73]1([P:74]([c:75]2[cH:76][cH:77][cH:78][cH:79][cH:80]2)[c:81]2[cH:82][cH:83][cH:84][cH:85][cH:86]2)[cH:87][cH:88][cH:89][cH:90][cH:91]1.[c:92]1([P:93]([c:94]2[cH:95][cH:96][cH:97][cH:98][cH:99]2)[c:100]2[cH:101][cH:102][cH:103][cH:104][cH:105]2)[cH:106][cH:107][cH:108][cH:109][cH:110]1.[cH:1]1[cH:2][s:3][cH:4][n:5]1>>[cH:1]1[cH:2][s:3][c:4](-[c:12]2[cH:13][cH:14][c:15]([C:16](=[O:17])[O:18][CH3:19])[cH:20][cH:21]2)[n:5]1. Starting materials: BrCC(=O)C1=CC(=C(C=C1)C1=NC=CC=C1)OC (2-bromo-1-(3-methoxy-4-pyridin-2-ylphenyl)ethanone), NC=1SC=NN1 (2-amino-1,3,4-thiadiazole). Solvent: C(C)O (ethanol). The product is COC=1C=C(C=CC1C1=NC=CC=C1)C=1N=C2SC=NN2C1 (6-(3-methoxy-4-pyridin-2-ylphenyl)imidazo[2,1-b][1,3,4]thiadiazole). RXN SMILES: Br[CH2:2][C:3]([C:5]1[CH:10]=[CH:9][C:8]([C:11]2[CH:16]=[CH:15][CH:14]=[CH:13][N:12]=2)=[C:7]([O:17][CH3:18])[CH:6]=1)=O.[NH2:19][C:20]1[S:21][CH:22]=[N:23][N:24]=1>C(O)C>[CH3:18][O:17][C:7]1[CH:6]=[C:5]([C:3]2[N:19]=[C:20]3[N:24]([CH:2]=2)[N:23]=[CH:22][S:21]3)[CH:10]=[CH:9][C:8]=1[C:11]1[CH:16]=[CH:15][CH:14]=[CH:13][N:12]=1. Procedure: A solution of 2-bromo-1-(3-methoxy-4-pyridin-2-ylphenyl)ethanone (150 mg, 0.49 mmol) and 2-amino-1,3,4-thiadiazole (49 mg, 0.49 mmol) in ethanol (3 mL) was heated to reflux for 2 h, then concentrated. The residue was dissolved in ethyl acetate (25 mL) and washed with saturated aqueous NaHCO3 (10 mL), brine (10 mL), dried (MgSO4), and concentrated. The residue was purified by flash column chromatography on silica gel eluting with EtOAc:hexanes (2:1) to afford 6-(3-methoxy-4-pyridin-2-ylphenyl)imi...